Dataset: the Open Reaction Database (ORD), a public repository of structured organic reaction records. Task: describe an organic reaction: reactants, conditions, products, and yield Reactants: C1(CCCCC1)CCC[C@H](CC(=O)OC(C)(C)C)C1=NC(=NO1)CC=1NC=CN1 (tert-butyl (3R)-6cyclohexyl-3-[3-(1H-imidazol-2-ylmethyl)-1,2,4-oxadiazol-5-yl]hexanoate). The solvent is FC(C(=O)O)(F)F (trifluoroacetic acid). Conditions: time 1.5 hour. The product is C1(CCCCC1)CCC[C@H](CC(=O)O)C1=NC(=NO1)CC=1NC=CN1 ((3R)-6-cyclohexyl-3-[3-(1H-imidazol-2-ylmethyl)-1,2,4-oxadiazol-5-yl]hexanoic acid). Yield: 133.2%. Reaction SMILES: [CH:1]1([CH2:7][CH2:8][CH2:9][C@@H:10]([C:19]2[O:23][N:22]=[C:21]([CH2:24][C:25]3[NH:26][CH:27]=[CH:28][N:29]=3)[N:20]=2)[CH2:11][C:12]([O:14]C(C)(C)C)=[O:13])[CH2:6][CH2:5][CH2:4][CH2:3][CH2:2]1>FC(F)(F)C(O)=O>[CH:1]1([CH2:7][CH2:8][CH2:9][C@@H:10]([C:19]2[O:23][N:22]=[C:21]([CH2:24][C:25]3[NH:29][CH:28]=[CH:27][N:26]=3)[N:20]=2)[CH2:11][C:12]([OH:14])=[O:13])[CH2:6][CH2:5][CH2:4][CH2:3][CH2:2]1. Procedure details: tert-butyl (3R)-6cyclohexyl-3-[3-(1H-imidazol-2-ylmethyl)-1,2,4-oxadiazol-5-yl]hexanoate (Preparation 102) (530 mg, 1.32 mmol) was treated with trifluoroacetic acid (10 ml) and stirred at room temperature for 1.5 hours. The solvent was removed under reduced pressure and the residue azeotroped from toluene (3×30 ml) and dichloromethane (2×30 ml) to afford the title compound (609 mg). Starting materials: C(C#C)Br (propargyl bromide), ClC=1C(=NC=C(C1)C(F)(F)F)C1=CC(=C(C=C1)Cl)O (3-chloro-2-(4-chloro-3-hydroxyphenyl)-5-trifluoromethylpyridine), C([O-])([O-])=O.[K+].[K+] (potassium carbonate), CN(C=O)C (dimethylformamide). Run in O (water). Conditions: time 15 hour. Yields the product ClC=1C(=NC=C(C1)C(F)(F)F)C1=CC(=C(C=C1)Cl)OCC#C (3-Chloro-2-(4-chloro-3-propargyloxyphenyl)-5-trifluoromethylpyridine). Reaction SMILES: [CH2:1](Br)[C:2]#[CH:3].[Cl:5][C:6]1[C:7]([C:16]2[CH:21]=[CH:20][C:19]([Cl:22])=[C:18]([OH:23])[CH:17]=2)=[N:8][CH:9]=[C:10]([C:12]([F:15])([F:14])[F:13])[CH:11]=1.C(=O)([O-])[O-].[K+].[K+].CN(C)C=O>O>[Cl:5][C:6]1[C:7]([C:16]2[CH:21]=[CH:20][C:19]([Cl:22])=[C:18]([O:23][CH2:3][C:2]#[CH:1])[CH:17]=2)=[N:8][CH:9]=[C:10]([C:12]([F:15])([F:13])[F:14])[CH:11]=1 |f:2.3.4|. Procedure: 1.73 g (14.6 mmol) of propargyl bromide were added dropwise to a mixture of 3.00 g (9.74 mmol) of 3-chloro-2-(4-chloro-3-hydroxyphenyl)-5-trifluoromethylpyridine, 4.0 g (29 mmol) of potassium carbonate and 100 ml of anhydrous dimethylformamide. The mixture was stirred at 20°-25° C. for about 15 hours and then poured into 400 ml of water. The solution was kept cold for a few hours, and the resulting crystals were then separated off, washed with water and dried under reduced pressure. Yield: 3.1 g... The reactants are C[Mg]Cl (Methyl magnesium chloride), solution, C1=NC(=CC2=CC=CC=C12)C#N (isoquinoline-3-carbonitrile), C1CCOC1 (THF). Reaction conditions: time 1 hour. Yields the product C(C)(=O)C=1N=CC2=CC=CC=C2C1 (3-acetyl-isoquinoline). Isolated yield 14.0%. As a reaction SMILES: [CH3:1][Mg]Cl.[CH:4]1[C:13]2C(=[CH:9][CH:10]=[CH:11][CH:12]=2)C=C(C#N)[N:5]=1.[CH2:16]1[CH2:20][O:19][CH2:18][CH2:17]1>>[C:18]([C:17]1[N:5]=[CH:4][C:13]2[C:20]([CH:16]=1)=[CH:9][CH:10]=[CH:11][CH:12]=2)(=[O:19])[CH3:1]. Reported procedure: Methyl magnesium chloride (2.6 ml of a 3.0M solution in THF) was added dropwise to a solution of isoquinoline-3-carbonitrile at 0°-5° C. After the addition the reaction mixture was stirred at room temperature for 1 hour, then quenched with water. Hydrochloric acid (2M aqueous solution) was added to the reaction mixture until the aqueous phase was pH2. After stirring for 30 minutes the aqueous was neutralised with sodium bicarbonate (solid) and extracted with ether (×2). The combined extracts wer... Starting materials: Cl.C(C)OC([C@@H](N)CC1=CC=C(C=C1)[N+](=O)[O-])=O (4-nitro-(L)-phenylalanine ethyl ester hydrochloride salt), [OH-].[Na+] (sodium hydroxide). Solvent: ClCCl (dichloromethane), O (water). Product: C(C)OC([C@@H](N)CC1=CC=C(C=C1)[N+](=O)[O-])=O (4-nitro-(L)-phenylalanine ethyl ester). RXN SMILES: Cl.[CH2:2]([O:4][C:5](=[O:18])[C@H:6]([CH2:8][C:9]1[CH:14]=[CH:13][C:12]([N+:15]([O-:17])=[O:16])=[CH:11][CH:10]=1)[NH2:7])[CH3:3].[OH-].[Na+]>ClCCl.O>[CH2:2]([O:4][C:5](=[O:18])[C@H:6]([CH2:8][C:9]1[CH:14]=[CH:13][C:12]([N+:15]([O-:17])=[O:16])=[CH:11][CH:10]=1)[NH2:7])[CH3:3] |f:0.1,2.3|. Procedure details: To a stirred solution of 4-nitro-(L)-phenylalanine ethyl ester hydrochloride salt (23.0 g) (CAS No. 58816-66-3) in dichloromethane (230 mL) and water (230 mL), was added slowly 46-48% sodium hydroxide solution (7.7 g, 1.1 mol eqs). The layers were separated and the aqueous phase extracted with dichloromethane (100 mL). The combined dichloromethane layers were washed with water (100 mL) and saturated brine (100 mL). The organic phase was dried (MgSO4) prior to evaporation in vacuo to give 4-nitro... Starting materials: CCOC(=O)c1c(C)[nH]c(I)c1C, COS(=O)(=O)c1ccc(C)cc1, CC(C)(C)[O-], [Na+], C1CCOC1. The product is CCOC(=O)c1c(C)c(I)n(C)c1C. As a reaction SMILES: [CH2:1]([CH3:2])[O:3][C:4](=[O:5])[c:6]1[c:7]([CH3:13])[nH:8][c:9]([I:12])[c:10]1[CH3:11].[CH3:14][O:15][S:16]([c:17]1[cH:18][cH:19][c:20]([CH3:21])[cH:22][cH:23]1)(=[O:24])=[O:25].[CH3:26][C:27]([CH3:28])([O-:29])[CH3:30].[Na+:31].[O:32]1[CH2:33][CH2:34][CH2:35][CH2:36]1>>[CH2:1]([CH3:2])[O:3][C:4](=[O:5])[c:6]1[c:7]([CH3:13])[n:8]([CH3:14])[c:9]([I:12])[c:10]1[CH3:11]. The reactants are C(C)(C)N(CC)C(C)C (diisopropylethylamine), ClC=1N=C(NC1CC)C(=O)N[C@@H]1[C@@H](CN(CC1)C=1SC(=C(N1)C)C(=O)O)OC (cis(±)-2-(4-{[(4-chloro-5-ethyl-1H-imidazol-2-yl)carbonyl]amino}-3-methoxypiperidin-1-yl)-4-methyl-1,3-thiazole-5-carboxylic acid), C=1C=CC2=C(C1)N=NN2O (HOBT), Cl.CNC (dimethylamine hydrochloride), CCN=C=NCCCN(C)C.Cl (WSC hydrochloride). Run in ClCCl (dichloromethane), CC(=O)N(C)C (DMA). The product is ClC=1N=C(NC1CC)C(=O)N[C@@H]1[C@@H](CN(CC1)C=1SC(=C(N1)C)C(=O)N(C)C)OC (cis(±)-2-(4-{[(4-Chloro-5-ethyl-1H-imidazol-2-yl)carbonyl]amino}-3-methoxypiperidin-1-yl)-N,N,4-trimethyl-1,3-thiazole-5-carboxylic acid amide). The yield is 65.9%. RXN SMILES: [Cl:1][C:2]1[N:3]=[C:4]([C:9]([NH:11][C@H:12]2[CH2:17][CH2:16][N:15]([C:18]3[S:19][C:20]([C:24](O)=[O:25])=[C:21]([CH3:23])[N:22]=3)[CH2:14][C@H:13]2[O:27][CH3:28])=[O:10])[NH:5][C:6]=1[CH2:7][CH3:8].Cl.[CH3:30][NH:31][CH3:32].CCN=C=NCCCN(C)C.Cl.C1C=CC2N(O)N=NC=2C=1.C(N(C(C)C)CC)(C)C>CC(N(C)C)=O.ClCCl>[Cl:1][C:2]1[N:3]=[C:4]([C:9]([NH:11][C@H:12]2[CH2:17][CH2:16][N:15]([C:18]3[S:19][C:20]([C:24]([N:31]([CH3:32])[CH3:30])=[O:25])=[C:21]([CH3:23])[N:22]=3)[CH2:14][C@H:13]2[O:27][CH3:28])=[O:10])[NH:5][C:6]=1[CH2:7][CH3:8] |f:1.2,3.4|. Reported procedure: The same operation as in Example (1g) was performed using cis(±)-2-(4-{[(4-chloro-5-ethyl-1H-imidazol-2-yl)carbonyl]amino}-3-methoxypiperidin-1-yl)-4-methyl-1,3-thiazole-5-carboxylic acid obtained in Example (14a) (40 mg, 0.09 mmol), dimethylamine hydrochloride (9 mg, 0.11 mmol), WSC hydrochloride (59 mg, 0.31 mmol), HOBT (21 mg, 0.15 mmol), diisopropylethylamine (0.020 mL, 0.11 mmol), dichloromethane (0.75 mL) and DMA (0.75 mL), to obtain 27 mg of the title compound as a yellow oily substance (... Reactants: C(#N)C=1C(NN=C(C1C1=CC=CC=C1)C1=CC=CC=C1)=O (4-Cyano-5,6-diphenyl-3-(2H)-pyridazinone), S(O)(O)(=O)=O (sulfuric acid), O (water). Run at temperature 150 celsius. The product is C(=O)(O)C=1C(NN=C(C1C1=CC=CC=C1)C1=CC=CC=C1)=O (4-Carboxy-5,6-diphenyl-3-(2H)-pyridazinone). RXN SMILES: [C:1]([C:3]1[C:4](=[O:21])[NH:5][N:6]=[C:7]([C:15]2[CH:20]=[CH:19][CH:18]=[CH:17][CH:16]=2)[C:8]=1[C:9]1[CH:14]=[CH:13][CH:12]=[CH:11][CH:10]=1)#N.S(=O)(=O)(O)[OH:23].[OH2:27]>>[C:1]([C:3]1[C:4](=[O:21])[NH:5][N:6]=[C:7]([C:15]2[CH:20]=[CH:19][CH:18]=[CH:17][CH:16]=2)[C:8]=1[C:9]1[CH:14]=[CH:13][CH:12]=[CH:11][CH:10]=1)([OH:23])=[O:27]. Procedure: 50 grams (0.183 mole) of the product of Example 1 was reacted with a mixture of 250 mls of conc. sulfuric acid and 50 mls of distilled water. This solution was heated to 150° C. for 6 hours, cooled and the mixture poured into ice. The precipitant solid was filtered, washed with water and air dried. This solid was recrystallized from absolute ethyl alcohol to give 4.0 grams (7.5%) yield of a white solid that melts at 243°-244° C. Calculated for C17H12N2O3C, 68.6; H, 4.04; N, 9.5. Found: C, 69.8; ... The reactants are C=O (formaldehyde), C(#N)[BH3-].[Na+] (sodium cyanoborohydride), C(#N)[BH3-].[Na+] (sodium cyanoborohydride), resultant solution, CC(=O)C (acetone), N[C@H]1C[C@H]([C@H](CC1)N1C([C@H](CC1)NC(OCC1=CC=CC=C1)=O)=O)CS(=O)(=O)CC (benzyl (S)-1-((1S,2R,4R)-4-amino-2-(ethylsulfonylmethyl)cyclohexyl)-2-oxopyrrolidin-3-ylcarbamate). Solvent: C(Cl)Cl (CH2Cl2). Reaction conditions: time 10 hour. Product: C(C)(C)N([C@H]1C[C@H]([C@H](CC1)N1C([C@H](CC1)NC(OCC1=CC=CC=C1)=O)=O)CS(=O)(=O)CC)C (benzyl (S)-1-((1S,2R,4R)-4-(isopropyl(methyl)amino)-2-(ethylsulfonylmethyl)cyclohexyl)-2-oxopyrrolidin-3-ylcarbamate). As a reaction SMILES: [NH2:1][C@@H:2]1[CH2:7][CH2:6][C@H:5]([N:8]2[CH2:12][CH2:11][C@H:10]([NH:13][C:14](=[O:23])[O:15][CH2:16][C:17]3[CH:22]=[CH:21][CH:20]=[CH:19][CH:18]=3)[C:9]2=[O:24])[C@H:4]([CH2:25][S:26]([CH2:29][CH3:30])(=[O:28])=[O:27])[CH2:3]1.[CH3:31][C:32]([CH3:34])=O.[C:35]([BH3-])#N.[Na+].C=O>C(Cl)Cl>[CH:32]([N:1]([CH3:35])[C@@H:2]1[CH2:7][CH2:6][C@H:5]([N:8]2[CH2:12][CH2:11][C@H:10]([NH:13][C:14](=[O:23])[O:15][CH2:16][C:17]3[CH:22]=[CH:21][CH:20]=[CH:19][CH:18]=3)[C:9]2=[O:24])[C@H:4]([CH2:25][S:26]([CH2:29][CH3:30])(=[O:28])=[O:27])[CH2:3]1)([CH3:34])[CH3:31] |f:2.3|. Reported procedure: The entirety of benzyl (S)-1-((1S,2R,4R)-4-amino-2-(ethylsulfonylmethyl)cyclohexyl)-2-oxopyrrolidin-3-ylcarbamate prepared in Step 1 (1 eq) was dissolved in CH2Cl2 (20 mL). The resultant solution was charged with acetone (10 eq) and stirred at RT for 10 min before sodium cyanoborohydride (2 eq) was added in one portion. The reaction was stirred at RT for 10 h and then charged successively with formaldehyde (10 eq in 37 wt % aq soln) and sodium cyanoborohydride (2 eq). The reaction was stirred fo... Starting materials: CC(C)(C)[Si](Cl)(c1ccccc1)c1ccccc1, CCC(C)CO, CCCCCC, c1c[nH]cn1. The product is CCC(C)CO[Si](c1ccccc1)(c1ccccc1)C(C)(C)C. As a reaction SMILES: [C:1]([CH3:2])([CH3:3])([CH3:4])[Si:5]([c:6]1[cH:7][cH:8][cH:9][cH:10][cH:11]1)([c:12]1[cH:13][cH:14][cH:15][cH:16][cH:17]1)[Cl:18].[CH3:24][CH:25]([CH2:26][OH:27])[CH2:28][CH3:29].[CH3:30][CH2:31][CH2:32][CH2:33][CH2:34][CH3:35].[nH:19]1[cH:20][cH:21][n:22][cH:23]1>>[C:1]([CH3:2])([CH3:3])([CH3:4])[Si:5]([c:6]1[cH:7][cH:8][cH:9][cH:10][cH:11]1)([c:12]1[cH:13][cH:14][cH:15][cH:16][cH:17]1)[O:27][CH2:26][CH:25]([CH3:24])[CH2:28][CH3:29].